Dataset: the Open Reaction Database (ORD), a public repository of structured organic reaction records. Task: describe an organic reaction: reactants, conditions, products, and yield Reactants: ClC=1C(=CC2=C(SC(C2O)CCC)C1Cl)OC (6,7-dichloro-2,3-dihydro-3-hydroxy-5-methoxy-2-n-propylbenzo[b]thiophene), [B] (boron). The solvent is C(C)(=O)O (acetic acid). Run at time 10 minute. The product is ClC=1C(=CC2=C(SC(=C2)CCC)C1Cl)OC (6,7-dichloro-5-methoxy-2-n-propylbenzo[b]thiophene). Yield: 75.1%. Reaction SMILES: [Cl:1][C:2]1[C:3]([O:16][CH3:17])=[CH:4][C:5]2[CH:9](O)[CH:8]([CH2:11][CH2:12][CH3:13])[S:7][C:6]=2[C:14]=1[Cl:15].[B]>C(O)(=O)C>[Cl:1][C:2]1[C:3]([O:16][CH3:17])=[CH:4][C:5]2[CH:9]=[C:8]([CH2:11][CH2:12][CH3:13])[S:7][C:6]=2[C:14]=1[Cl:15]. Reported procedure: To a mixture of 44 g of 6,7-dichloro-2,3-dihydro-3-hydroxy-5-methoxy-2-n-propylbenzo[b]thiophene in 275 ml of glacial acetic acid is added 65 ml of boron triluoride etherate and the mixture is warmed on a steam bath until it becomes clear. The solution is stired for 10 mins and then quenched with a mixture of 500 g of ice and 200 ml of a 10% sodium hydroxide solution. The mixture is neutralized with 50% sodium hydroxide solution and then extracted with two 300-ml portions of ethyl ether. The org... Starting materials: ClC=1C=CC(=C(C1)C(O)(C1=CC=CC=C1)C1=CC=CC=C1)O (5-chloro-2-hydroxy-α,α-diphenyl-benzene methanol), [NH2-].[Na+] (sodium amide), Cl (hydrochloric acid), C([O-])(O)=O.[Na+] (sodium bicarbonate), ClC(C(=O)[O-])Cl.[K+] (potassium dichloroacetate). Run in C1(=CC=CC=C1)C (toluene), O (water). Yields the product ClC1=CC2=C(OC(OC2(C2=CC=CC=C2)C2=CC=CC=C2)C(=O)O)C=C1 (6-chloro-4,4-diphenyl-[4H]-1,3-benzodioxin-2-carboxylic acid). Isolated yield 31.4%. As a reaction SMILES: [Cl:1][C:2]1[CH:3]=[CH:4][C:5]([OH:22])=[C:6]([C:8]([C:16]2[CH:21]=[CH:20][CH:19]=[CH:18][CH:17]=2)([C:10]2[CH:15]=[CH:14][CH:13]=[CH:12][CH:11]=2)[OH:9])[CH:7]=1.[NH2-].[Na+].Cl[CH:26](Cl)[C:27]([O-:29])=[O:28].[K+].Cl.C(=O)(O)[O-].[Na+]>O.C1(C)C=CC=CC=1>[Cl:1][C:2]1[CH:3]=[CH:4][C:5]2[O:22][CH:26]([C:27]([OH:29])=[O:28])[O:9][C:8]([C:16]3[CH:17]=[CH:18][CH:19]=[CH:20][CH:21]=3)([C:10]3[CH:15]=[CH:14][CH:13]=[CH:12][CH:11]=3)[C:6]=2[CH:7]=1 |f:1.2,3.4,6.7|. Reported procedure: A mixture of 12.4 g of 5-chloro-2-hydroxy-α,α-diphenyl-benzene methanol, 150 ml of toluene and 3.2 g of sodium amide was refluxed for 6 hours and was then cooled to room temperature after which 6.8 g of potassium dichloroacetate were added thereto. The mixture was refluxed for another 6 hours and was cooled to room temperature after which 300 ml of water were added thereto. The mixture was slowly acidified with N hydrochloric acid solution and was then made alkaline wiith a saturated sodium bica... Starting materials: Oc1ccc(-n2ncc3c(O)cc(Br)cc32)cc1F, CCCCC([Sn])=C(CCCC)CCCC, COCCOC. Product: C=Cc1cc(O)c2cnn(-c3ccc(O)c(F)c3)c2c1. RXN SMILES: [Br:1][c:2]1[cH:3][c:4]([OH:19])[c:5]2[cH:6][n:7][n:8](-[c:11]3[cH:12][c:13]([F:18])[c:14]([OH:17])[cH:15][cH:16]3)[c:9]2[cH:10]1.[CH2:20]([CH2:21][CH2:33][CH3:34])[C:22]([Sn:23])=[C:24]([CH2:25][CH2:26][CH2:27][CH3:28])[CH2:29][CH2:30][CH2:31][CH3:32].[CH2:35]([CH2:36][O:37][CH3:38])[O:39][CH3:40]>>[c:2]1([CH:20]=[CH2:21])[cH:3][c:4]([OH:19])[c:5]2[cH:6][n:7][n:8](-[c:11]3[cH:12][c:13]([F:18])[c:14]([OH:17])[cH:15][cH:16]3)[c:9]2[cH:10]1. Procedure: A mixture of 30 g of tara (about 0.1 mole of bound gallic acid), 120 g (0.95 mole) of n-octanol and 3 g of anhydrous sulfuric acid was heated at 140° C. for 7 hours with continuous removal of the water of reaction, after which the mixture was washed neutral with water and then evaporated down to give the crude n-octyl gallate in the form of an oil. The purity of the product was 65% and the yield was 75%, calculated as pure ester. Run in O (water). RXN SMILES: [C:1]([OH:12])(=[O:11])[C:2]1[CH:10]=[C:8]([OH:9])[C:6]([OH:7])=[C:4]([OH:5])[CH:3]=1.[CH2:13](O)[CH2:14][CH2:15][CH2:16][CH2:17][CH2:18][CH2:19][CH3:20].S(=O)(=O)(O)O>O>[C:1]([O:12][CH2:13][CH2:14][CH2:15][CH2:16][CH2:17][CH2:18][CH2:19][CH3:20])(=[O:11])[C:2]1[CH:10]=[C:8]([OH:9])[C:6]([OH:7])=[C:4]([OH:5])[CH:3]=1. Starting materials: C(C1=CC(O)=C(O)C(O)=C1)(=O)O (gallic acid), C(CCCCCCC)O (n-octanol), S(O)(O)(=O)=O (sulfuric acid). The product is C(C1=CC(O)=C(O)C(O)=C1)(=O)OCCCCCCCC (n-octyl gallate). The yield is 75.0%. The product is ClC1=C(C=C(C=O)C=C1OCC)N1CCS(CC1)(=O)=O (4-Chloro-3-(1,1-dioxo-1λ6-thiomorpholin-4-yl)-5-ethoxy-benzaldehyde). RXN SMILES: [Cl:1][C:2]1[C:7]([O:8][CH2:9][CH3:10])=[CH:6][C:5]([CH2:11][OH:12])=[CH:4][C:3]=1[N:13]1[CH2:18][CH2:17][S:16](=[O:20])(=[O:19])[CH2:15][CH2:14]1>C1COCC1.O=[Mn]=O>[Cl:1][C:2]1[C:7]([O:8][CH2:9][CH3:10])=[CH:6][C:5]([CH:11]=[O:12])=[CH:4][C:3]=1[N:13]1[CH2:14][CH2:15][S:16](=[O:20])(=[O:19])[CH2:17][CH2:18]1. The yield is 94.4%. Procedure details: To a solution of [4-chloro-3-(1,1-dioxo-1λ6-thiomorpholin-4-yl)-5-ethoxy-phenyl]-methanol (0.089 g, 0.28 mmol, 1.0 equiv) in THF (20 mL) was added activated MnO2 (0.242 g, 2.78 mmol, 10.0 equiv). After stirring at rt for 4 h, the reaction mixture was filtered and the solvent removed by evaporation under reduced pressure providing 0.084 g (95%) of the title compound in sufficient quality for the reductive alkylation step. MS (ISP): 318.0 [M+H]+. Starting materials: ClC1=C(C=C(C=C1OCC)CO)N1CCS(CC1)(=O)=O ([4-chloro-3-(1,1-dioxo-1λ6-thiomorpholin-4-yl)-5-ethoxy-phenyl]-methanol). Reaction conditions: time 4 hour. The reagents and catalysts are O=[Mn]=O (MnO2). Run in C1CCOC1 (THF). The reactants are C(=O)NNC1=CC=C(C=C1)N (1-Formyl-2-(4-aminophenyl)hydrazine), C(C1=CC=CC=C1)N=C=S (benzyl isothiocyanate). Run in C(C)O (ethanol). The product is C(C1=CC=CC=C1)NC(NC1=CC=C(C=C1)NNC=O)=S (3-Benzyl-1-[4-(2-formylhydrazino)phenyl]thiourea). RXN SMILES: [CH:1]([NH:3][NH:4][C:5]1[CH:10]=[CH:9][C:8]([NH2:11])=[CH:7][CH:6]=1)=[O:2].[CH2:12]([N:19]=[C:20]=[S:21])[C:13]1[CH:18]=[CH:17][CH:16]=[CH:15][CH:14]=1>C(O)C>[CH2:12]([NH:19][C:20](=[S:21])[NH:11][C:8]1[CH:9]=[CH:10][C:5]([NH:4][NH:3][CH:1]=[O:2])=[CH:6][CH:7]=1)[C:13]1[CH:18]=[CH:17][CH:16]=[CH:15][CH:14]=1. Procedure details: 1-Formyl-2-(4-aminophenyl)hydrazine (1.51 g, 0.01 mole) and benzyl isothiocyanate (1.49 g. p. 0.01 mole) were mixed in ethanol (30 ml) and the mixture was refluxed for 20 minutes. The product separated from solution as a white solid. The reaction mixture was chilled in ice and the solid was collected by filtration. The product was washed thoroughly with ether and then was dried. Yield 2.5 g (83%), m.p. 152°-154° C. The reactants are ClC1=NC(=C(C(=O)N)C=C1)OC(C)C (6-chloro-2-isopropoxy-nicotinamide), N1=CC=CC=C1 (pyridine), P(=O)(Cl)(Cl)Cl (phosphorus oxychloride). The solvent is C(C)#N (acetonitrile). Run at temperature 55 celsius, time 1 hour. Product: ClC1=NC(=C(C#N)C=C1)OC(C)C (6-Chloro-2-isopropoxy-nicotinonitrile). Isolated yield 79.9%. As a reaction SMILES: [Cl:1][C:2]1[CH:10]=[CH:9][C:5]([C:6]([NH2:8])=O)=[C:4]([O:11][CH:12]([CH3:14])[CH3:13])[N:3]=1.N1C=CC=CC=1.P(Cl)(Cl)(Cl)=O>C(#N)C>[Cl:1][C:2]1[CH:10]=[CH:9][C:5]([C:6]#[N:8])=[C:4]([O:11][CH:12]([CH3:14])[CH3:13])[N:3]=1. Procedure details: To a solution of 6-chloro-2-isopropoxy-nicotinamide (2.87 g, 13.37 mmol) and pyridine (6.48 mL, 80.22 mmol) in acetonitrile (25 mL) was added phosphorus oxychloride (3.68 mL, 40.13 mmol) over a period of 5 min. The reaction was stirred at 55° C. for 1 h. Acetonitrile was evaporated in vacuo and the resulting residue was neutralized with 1N NaOH at 0° C. until pH reached to ˜7. The reaction mixture was extracted with EtOAc (100 mL). The organic layer was collected and the aqueous layer was furthe...